This data is from the Open Reaction Database (ORD), a public repository of structured organic reaction records. The task is: describe an organic reaction: reactants, conditions, products, and yield Starting materials: C(C)OC(=O)C1(CC1)C1=CC=C(C=C1)C1=CC=C(C=C1)C1=C(C(=NO1)C)N (1-[4′-(4-amino-3-methyl-isoxazol-5-yl)-biphenyl-4-yl]-cyclopropanecarboxylic acid ethyl ester), C(C1=CC=CC=C1)OC1=NC(=CC=C1)Br (2-benzyloxy-6-bromo-pyridine). The product is C(C)OC(=O)C1(CC1)C1=CC=C(C=C1)C1=CC=C(C=C1)C1=C(C(=NO1)C)NC1=NC(=CC=C1)OCC1=CC=CC=C1 (1-{4′-[4-(6-Benzyloxy-pyridin-2-ylamino)-3-methyl-isoxazol-5-yl]-biphenyl-4-yl}-cyclopropanecarboxylic acid ethyl ester). RXN SMILES: [CH2:1]([O:3][C:4]([C:6]1([C:9]2[CH:14]=[CH:13][C:12]([C:15]3[CH:20]=[CH:19][C:18]([C:21]4[O:25][N:24]=[C:23]([CH3:26])[C:22]=4[NH2:27])=[CH:17][CH:16]=3)=[CH:11][CH:10]=2)[CH2:8][CH2:7]1)=[O:5])[CH3:2].[CH2:28]([O:35][C:36]1[CH:41]=[CH:40][CH:39]=[C:38](Br)[N:37]=1)[C:29]1[CH:34]=[CH:33][CH:32]=[CH:31][CH:30]=1>>[CH2:1]([O:3][C:4]([C:6]1([C:9]2[CH:10]=[CH:11][C:12]([C:15]3[CH:20]=[CH:19][C:18]([C:21]4[O:25][N:24]=[C:23]([CH3:26])[C:22]=4[NH:27][C:38]4[CH:39]=[CH:40][CH:41]=[C:36]([O:35][CH2:28][C:29]5[CH:30]=[CH:31][CH:32]=[CH:33][CH:34]=5)[N:37]=4)=[CH:17][CH:16]=3)=[CH:13][CH:14]=2)[CH2:8][CH2:7]1)=[O:5])[CH3:2]. Procedure: Prepared according to the procedure described in Example 68, Step 2, using 1-[4′-(4-amino-3-methyl-isoxazol-5-yl)-biphenyl-4-yl]-cyclopropanecarboxylic acid ethyl ester and 2-benzyloxy-6-bromo-pyridine.